This data is from the Open Reaction Database (ORD), a public repository of structured organic reaction records. The task is: describe an organic reaction: reactants, conditions, products, and yield Reactants: C(C)(=O)C1=NC=CC(=C1)OC (2-acetyl-4-methoxypyridine), Br.BrCC(=O)C1=NC=CC(=C1)C (2-bromoacetyl-4-methylpyridine hydrobromide). The product is Br.BrCC(=O)C1=NC=CC(=C1)OC (2-Bromoacetyl-4-methoxypyridine hydrobromide). Reaction SMILES: [C:1]([C:4]1[CH:9]=[C:8]([O:10][CH3:11])[CH:7]=[CH:6][N:5]=1)(=[O:3])[CH3:2].[BrH:12].[Br:13]CC(C1C=C(C)C=CN=1)=O>>[BrH:13].[Br:12][CH2:2][C:1]([C:4]1[CH:9]=[C:8]([O:10][CH3:11])[CH:7]=[CH:6][N:5]=1)=[O:3] |f:1.2,3.4|. Procedure details: * 2-Bromoacetyl-4-methoxypyridine hydrobromide was prepared from 2-acetyl-4-methoxypyridine (B. Case et al., J. Org. Chem., 1961, 26, 4415) according to the procedure for preparing 2-bromoacetyl-4-methylpyridine hydrobromide described in step 2 of Example 31. The reactants are FC1=C(C(=O)O)C=C(C(=C1)CCC)O.FC1=CC(=C(C(=C1C(=O)O)[N+](=O)[O-])O)CCC (6-Fluoro-3-hydroxy-2-nitro-4-propylbenzoic acid 2-Fluoro-5-hydroxy-4-propylbenzoic acid), [N+](=O)(O)[O-] (nitric acid). Solvent: [N+](=O)([O-])C (nitromethane). Conditions: temperature 40 celsius. The product is FC1=CC(=C(C(=C1C(=O)O)[N+](=O)[O-])O)CCC (6-fluoro-3-hydroxy-2-nitro-4-propylbenzoic acid). Yield: 48.0%. RXN SMILES: FC1C=C(CCC)C(O)=CC=1C(O)=O.[F:15][C:16]1[C:21]([C:22]([OH:24])=[O:23])=[C:20]([N+:25]([O-:27])=[O:26])[C:19]([OH:28])=[C:18]([CH2:29][CH2:30][CH3:31])[CH:17]=1.[N+]([O-])(O)=O>[N+](C)([O-])=O>[F:15][C:16]1[C:21]([C:22]([OH:24])=[O:23])=[C:20]([N+:25]([O-:27])=[O:26])[C:19]([OH:28])=[C:18]([CH2:29][CH2:30][CH3:31])[CH:17]=1 |f:0.1|. Reported procedure: 6-Fluoro-3-hydroxy-2-nitro-4-propylbenzoic acid 2-Fluoro-5-hydroxy-4-propylbenzoic acid (500 mg, 2.52 mmol) was dissolved in nitromethane (50 mL) through heating to 40° C. and nitric acid (90%, 120 μL, 2.52 mmol) was added. After 10 min at 40° C. followed by reaction at room temperature for 2 h the solvent was evaporated. The residue was dissolved in EtOAc (150 mL), washed with brine (10 mL), dried (MgSO4) and concentrated to dryness giving 640 mg of crude product. Subsequent purification by fla... Starting materials: [Al+3], CCCCCCCCCCCCCl, COc1ccc2ccccc2c1, [Cl-], [Cl-], [Cl-], Cl, O=[N+]([O-])c1ccccc1. Reaction SMILES: [Al+3:14].[CH2:17]([CH2:18][CH2:19][CH2:20][CH2:21][CH2:22][CH2:23][CH2:24][CH2:25][CH2:26][CH2:27][CH3:28])[Cl:29].[CH3:1][O:2][c:3]1[cH:4][c:5]2[cH:6][cH:7][cH:8][cH:9][c:10]2[cH:11][cH:12]1.[Cl-:13].[Cl-:15].[Cl-:16].[ClH:30].[O-:31][N+:32]([c:33]1[cH:34][cH:35][cH:36][cH:37][cH:38]1)=[O:39]>>[CH3:1][O:2][c:3]1[cH:4][c:5]2[cH:6][cH:7][c:8]([C:17]([CH2:18][CH2:19][CH2:20][CH2:21][CH2:22][CH2:23][CH2:24][CH2:25][CH2:26][CH2:27][CH3:28])=[O:31])[cH:9][c:10]2[cH:11][cH:12]1. Yields the product CCCCCCCCCCCC(=O)c1ccc2cc(OC)ccc2c1.